The task is: describe an organic reaction: reactants, conditions, products, and yield. This data is from the Open Reaction Database (ORD), a public repository of structured organic reaction records. Reactants: C1(=CC=CC=C1)CC(=O)C=1SC=CC1 (2-Phenyl-1-(thiophen-2-yl)ethanone), COC(N(C)C)OC (dimethylformamide dimethylacetal). Run at temperature 100 celsius, time 4 hour. Product: CN(C=C(C(=O)C=1SC=CC1)C1=CC=CC=C1)C (3-(Dimethylamino)-2-phenyl-1-(thiophen-2-yl)prop-2-en-1-one). RXN SMILES: [C:1]1([CH2:7][C:8]([C:10]2[S:11][CH:12]=[CH:13][CH:14]=2)=[O:9])[CH:6]=[CH:5][CH:4]=[CH:3][CH:2]=1.CO[CH:17](OC)[N:18]([CH3:20])[CH3:19]>>[CH3:17][N:18]([CH3:20])[CH:19]=[C:7]([C:1]1[CH:2]=[CH:3][CH:4]=[CH:5][CH:6]=1)[C:8]([C:10]1[S:11][CH:12]=[CH:13][CH:14]=1)=[O:9]. Procedure details: 2-Phenyl-1-(thiophen-2-yl)ethanone (1 g, 4.94 mmol) was treated with dimethylformamide dimethylacetal (5 mL) and heated to 100° C. while stirring. After 4 h, the reaction was allowed to cool down to room temperature. The solid that precipitated out of the reaction mixture was collected by filtration and washed with a 1:1 mixture of diethyl ether and hexanes to afford a yellow crystalline solid (1 g). MS (M+H)+ 258. Reactants: NC[C@H]1N(CCC1)CC ((S)-(−)-2-aminomethyl-1-ethylpyrrolidine), [H-].[Al+3].[Li+].[H-].[H-].[H-] (lithium aluminum hydride), O1CCCC1 (tetrahydrofuran), O1CCCC1 (tetrahydrofuran). Conditions: time 0.5 hour. Product: C(C)N1[C@@H](CCC1)CNC (1-[(2S)-1-ethylpyrrolidin-2-yl]-N-methylmethanamine). Reaction SMILES: [NH2:1][CH2:2][C@@H:3]1[CH2:7][CH2:6][CH2:5][N:4]1[CH2:8][CH3:9].[H-].[Al+3].[Li+].[H-].[H-].[H-].O1CCC[CH2:17]1>>[CH2:8]([N:4]1[CH2:5][CH2:6][CH2:7][C@H:3]1[CH2:2][NH:1][CH3:17])[CH3:9] |f:1.2.3.4.5.6|. Procedure details: A solution of the compound obtained in (1) mentioned above in tetrahydrofuran (10 ml) was added dropwise to a suspension of lithium aluminum hydride (590.5 mg) in tetrahydrofuran (20 ml), and the resulting mixture was stirred at room temperature for 0.5 hour, and under reflux by heating for 6 hours. The reaction mixture was cooled to room temperature, then distilled water, 25% aqueous sodium hydroxide and distilled water were added to the reaction mixture in this order under ice cooling, and the... The reactants are Cl[Sn]Cl (SnCl2), [N+](=O)([O-])C1=CC=C(C=C1)O (4-nitrophenol), ClCC1=CC(=NC2=CC=CC=C12)C (4-(chloromethyl)-2-methylquinoline), C([O-])([O-])=O.[Cs+].[Cs+] (cesium carbonate), [I-].[Na+] (sodium iodide). Run in C1CCOC1 (THF). Product: Cl.Cl.CC1=NC2=CC=CC=C2C(=C1)COC1=CC=C(N)C=C1 (4-[(2-methyl-4-quinolinyl)methoxy]aniline bis-HCl salt). Reaction SMILES: [N+:1]([C:4]1[CH:9]=[CH:8][C:7]([OH:10])=[CH:6][CH:5]=1)([O-])=O.[Cl:11][CH2:12][C:13]1[C:22]2[C:17](=[CH:18][CH:19]=[CH:20][CH:21]=2)[N:16]=[C:15]([CH3:23])[CH:14]=1.C(=O)([O-])[O-].[Cs+].[Cs+].[I-].[Na+].[Cl:32][Sn]Cl>C1COCC1>[ClH:11].[ClH:32].[CH3:23][C:15]1[CH:14]=[C:13]([CH2:12][O:10][C:7]2[CH:8]=[CH:9][C:4]([NH2:1])=[CH:5][CH:6]=2)[C:22]2[C:17](=[CH:18][CH:19]=[CH:20][CH:21]=2)[N:16]=1 |f:2.3.4,5.6,9.10.11|. Reported procedure: To a solution of 4-nitrophenol (7.2 g, 52.0 mmol) in 400 mL THF was added 4-(chloromethyl)-2-methylquinoline (10.0 g, 52.0 mmol), cesium carbonate (25.4 g, 78 mmol), and sodium iodide (451 mg, 3 mmol). The reaction was heated to reflux for 24 hr, after which the reaction was extracted from sat KH2PO4 with EtOAc×3. The combined organic layers were dried with MgSO4, filtered, and concentrated. This residue was taken up in 200 mL MeOH and refluxed with SnCl2 (156 mmol) for 18 hr after which, the so... Reactants: IBAF-silica, [N+](=O)([O-])C (nitromethane), C1CCOC1 (THF), C1(=CC=CC=C1)C=CC(=O)C1=CC=CC=C1 (chalcone). Conditions: time 1 hour. Product: [N+](=O)([O-])CC(C(CC1=CC=CC=C1)=O)C1=CC=CC=C1 (4-nitro-1,3-diphenylbutanone). The yield is 86.0%. Reaction SMILES: C1C[O:4]CC1.[C:6]1([CH:12]=[CH:13][C:14]([C:16]2[CH:21]=[CH:20][CH:19]=[CH:18][CH:17]=2)=O)[CH:11]=[CH:10][CH:9]=[CH:8][CH:7]=1.[N+:22]([CH3:25])([O-:24])=[O:23]>>[N+:22]([CH2:25][CH:14]([C:16]1[CH:21]=[CH:20][CH:19]=[CH:18][CH:17]=1)[C:13](=[O:4])[CH2:12][C:6]1[CH:11]=[CH:10][CH:9]=[CH:8][CH:7]=1)([O-:24])=[O:23]. Procedure: 1 g of IBAF-silica (ca. 1 mmole equiv. F) is suspended in 20 ml of THF containing 6.1 g (0.1 mole) of nitromethane and 1.04 g (5 mmole) of chalcone and the resulting mixture heated with stirring. to 60° C. for 1 h. Separation (the cooled reaction mixture is filtered, the residue washed with ether and the combined filtrates evaporated to dryness) and recrystallisation of the product from ethanol gives 1.16 g (86%) of 4-nitro-1,3-diphenylbutanone, m.p. 99°-100° C. The TBAF-silica is recovered in 9...